Task: describe an organic reaction: reactants, conditions, products, and yield. Dataset: the Open Reaction Database (ORD), a public repository of structured organic reaction records Reactants: CC(C(COC1=C(C=C(C=C1)C(CC)(CC)C1=CC2=C(SC(=C2)C(=O)O)C=C1)C)=O)(C)C (5-{1-[4-(3,3-Dimethyl-2-oxo-butoxy)-3-methyl-phenyl]-1-ethyl-propyl}-benzo[b]thiophene-2-carboxylic acid), [BH4-].[Na+] (NaBH4). Product: C(C)C(CC)(C1=CC(=C(C=C1)OCC(C(C)(C)C)O)C)C1=CC2=C(SC(=C2)C(=O)O)C=C1 (5-{1-ethyl-1-[4-(2-hydroxy-3,3-dimethyl-butoxy)-3-methyl-phenyl]-propyl}-benzo[b]thiophene-2-carboxylic acid). The yield is 85.6%. Reaction SMILES: [CH3:1][C:2]([CH3:32])([CH3:31])[C:3](=[O:30])[CH2:4][O:5][C:6]1[CH:11]=[CH:10][C:9]([C:12]([C:17]2[CH:28]=[CH:27][C:20]3[S:21][C:22]([C:24]([OH:26])=[O:25])=[CH:23][C:19]=3[CH:18]=2)([CH2:15][CH3:16])[CH2:13][CH3:14])=[CH:8][C:7]=1[CH3:29].[BH4-].[Na+]>>[CH2:13]([C:12]([C:17]1[CH:28]=[CH:27][C:20]2[S:21][C:22]([C:24]([OH:26])=[O:25])=[CH:23][C:19]=2[CH:18]=1)([C:9]1[CH:10]=[CH:11][C:6]([O:5][CH2:4][CH:3]([OH:30])[C:2]([CH3:31])([CH3:32])[CH3:1])=[C:7]([CH3:29])[CH:8]=1)[CH2:15][CH3:16])[CH3:14] |f:1.2|. Reported procedure: 5-{1-[4-(3,3-Dimethyl-2-oxo-butoxy)-3-methyl-phenyl]-1-ethyl-propyl}-benzo[b]thiophene-2-carboxylic acid (0.280 g, 0.619 mmol) is reduced using NaBH4 (14 mg, 0.376 mmol) analogous to Example 2 to afford the title compound (0.241 g, 86%). The reactants are COC(CC(CC(CCC#CC1=CC=C(C=C1)F)(O)C1CCCC1)=O)=O (5-cyclopentyl-9-(4-fluoro-phenyl)-5-hydroxy-3-oxo-non-8-ynoic acid methyl ester), COC(CC(CC(CCC#CC1=C(C=C(C(=C1)C)O)C)(O)C1CCCC1)=O)=O (5-cyclopentyl-5-hydroxy-9-(4-hydroxy-2,5-dimethyl-phenyl)-3-oxo-non-8-ynoic acid methyl ester). Product: C1(CCCC1)C1(CC(CC(O1)=O)=O)CCC#CC1=CC=C(C=C1)F (6-Cyclopentyl-6-[4-(4-fluoro-phenyl)-but-3-ynyl]-dihydro-pyran-2,4-dione). Reaction SMILES: C[O:2][C:3](=[O:26])[CH2:4][C:5](=[O:25])[CH2:6][C:7]([CH:20]1[CH2:24][CH2:23][CH2:22][CH2:21]1)(O)[CH2:8][CH2:9][C:10]#[C:11][C:12]1[CH:17]=[CH:16][C:15]([F:18])=[CH:14][CH:13]=1.COC(=O)CC(=O)CC(C1CCCC1)(O)CCC#CC1C=C(C)C(O)=CC=1C>>[CH:20]1([C:7]2([CH2:8][CH2:9][C:10]#[C:11][C:12]3[CH:13]=[CH:14][C:15]([F:18])=[CH:16][CH:17]=3)[O:26][C:3](=[O:2])[CH2:4][C:5](=[O:25])[CH2:6]2)[CH2:21][CH2:22][CH2:23][CH2:24]1. Procedure: The desired product was prepared analogously to example F(1), substituting 5-cyclopentyl-9-(4-fluoro-phenyl)-5-hydroxy-3-oxo-non-8-ynoic acid methyl ester (400 mg, 1.1 mmol) from Step 2 below in place of 5-cyclopentyl-5-hydroxy-9-(4-hydroxy-2,5-dimethyl-phenyl)-3-oxo-non-8-ynoic acid methyl ester. Yield: 190 mg, 53%. MS (ESI): 327 (M−H). The reactants are BrC=1N=C(C(=NC1CC)N[C@H]1[C@H](CC2=CC=CC=C12)O)CC ((1R,2S)-1-[(5-bromo-3,6-diethylpyrazin-2-yl)amino]-2,3-dihydro-1H-inden-2-ol), CC=1C(=NC(=CN1)C)NC1CCCC2=CC=CC=C12 (3,6-dimethyl-N-(1,2,3,4-tetrahydronaphthalen-1-yl)pyrazin-2-amine). The product is BrC=1N=C(C(=NC1C)NC1CCCC2=CC=CC=C12)C (5-bromo-3,6-dimethyl-N-(1,2,3,4-tetrahydronaphthalen-1-yl)pyrazin-2-amine). Reaction SMILES: [Br:1][C:2]1[N:3]=[C:4]([CH2:21]C)[C:5]([NH:10][C@@H:11]2[C:19]3[C:14](=[CH:15][CH:16]=[CH:17][CH:18]=3)[CH2:13][C@@H:12]2O)=[N:6][C:7]=1[CH2:8]C.[CH3:23]C1C(NC2C3C(=CC=CC=3)CCC2)=NC(C)=CN=1>>[Br:1][C:2]1[N:3]=[C:4]([CH3:21])[C:5]([NH:10][CH:11]2[C:19]3[C:14](=[CH:15][CH:16]=[CH:17][CH:18]=3)[CH2:13][CH2:12][CH2:23]2)=[N:6][C:7]=1[CH3:8]. Reported procedure: Following the procedure for the preparation of (1R,2S)-1-[(5-bromo-3,6-diethylpyrazin-2-yl)amino]-2,3-dihydro-1H-inden-2-ol but substituting 3,6-dimethyl-N-(1,2,3,4-tetrahydronaphthalen-1-yl)pyrazin-2-amine and making non-critical variations provided the title compound as a oil: 1H NMR (CDCl3) δ 1.92, 2.08, 2.29, 2.53, 2.86, 4.48, 5.40, 7.21, 7.33; 13C NMR (CDCl3) δ 19.63, 20.32, 23.67, 29.81, 30.00, 49.20, 124.85, 126.66, 127.69, 129.23, 129.63, 137.17, 138.12, 138.25, 148.78, 151.23; MS (ESI+)... Starting materials: C1(=C(C=CC=C1)NC(OC1CCN(CC1)CCN(C(COCCC=O)=O)C)=O)C1=CC=CC=C1 (1-(2-{Methyl[(3-oxopropoxy)acetyl]amino}ethyl)piperidin-4-yl biphenyl-2-ylcarbamate), NC1=CC=C(C(=O)OC(C)(C)C)C=C1 (tert-butyl 4-aminobenzoate). Yields the product C1(=C(C=CC=C1)NC(=O)OC1CCN(CC1)CCN(C(COCCCNC1=CC=C(C(=O)OC(C)(C)C)C=C1)=O)C)C1=CC=CC=C1 (tert-Butyl 4-[(3-{2-[(2-{4-[(biphenyl-2-ylcarbamoyl)oxy]piperidin-1-yl}ethyl)(methyl)amino]-2-oxoethoxy}propyl)amino]benzoate). The yield is 62.7%. As a reaction SMILES: [C:1]1([C:29]2[CH:34]=[CH:33][CH:32]=[CH:31][CH:30]=2)[CH:6]=[CH:5][CH:4]=[CH:3][C:2]=1[NH:7][C:8](=[O:28])[O:9][CH:10]1[CH2:15][CH2:14][N:13]([CH2:16][CH2:17][N:18]([CH3:27])[C:19](=[O:26])[CH2:20][O:21][CH2:22][CH2:23][CH:24]=O)[CH2:12][CH2:11]1.[NH2:35][C:36]1[CH:48]=[CH:47][C:39]([C:40]([O:42][C:43]([CH3:46])([CH3:45])[CH3:44])=[O:41])=[CH:38][CH:37]=1>>[C:1]1([C:29]2[CH:30]=[CH:31][CH:32]=[CH:33][CH:34]=2)[CH:6]=[CH:5][CH:4]=[CH:3][C:2]=1[NH:7][C:8]([O:9][CH:10]1[CH2:15][CH2:14][N:13]([CH2:16][CH2:17][N:18]([CH3:27])[C:19](=[O:26])[CH2:20][O:21][CH2:22][CH2:23][CH2:24][NH:35][C:36]2[CH:48]=[CH:47][C:39]([C:40]([O:42][C:43]([CH3:44])([CH3:45])[CH3:46])=[O:41])=[CH:38][CH:37]=2)[CH2:12][CH2:11]1)=[O:28]. Procedure: The compound (222 mg, 0.475 mmol) obtained in Example 26c and tert-butyl 4-aminobenzoate (92 mg, 0.475 mmol) were used according to the method described in Example 18b to give the title compound (192 mg; yield, 63%) as a white solid. Starting materials: CC(C)=CCC(C(CC)=O)C1=CC=CC=C1 (2-Methyl-5-phenyl-oct-2-en-6-one), C(C1=CC=CC=C1)C(=O)C (methyl benzyl ketone). Product: CC(C)=CCC(C(C)=O)C1=CC=CC=C1 (2-methyl-5-phenyl-hept-2-en-6-one). RXN SMILES: [CH3:1][C:2](=[CH:4][CH2:5][CH:6]([C:11]1[CH:16]=[CH:15][CH:14]=[CH:13][CH:12]=1)[C:7](=[O:10])[CH2:8]C)[CH3:3].C(C(C)=O)C1C=CC=CC=1>>[CH3:3][C:2](=[CH:4][CH2:5][CH:6]([C:11]1[CH:16]=[CH:15][CH:14]=[CH:13][CH:12]=1)[C:7](=[O:10])[CH3:8])[CH3:1]. Procedure: If in paragraph (E) ethyl benzyl ketone is replaced by methyl benzyl ketone, then there is obtained 2-methyl-5-phenyl-hept-2-en-6-one of boiling point 97° C./2 mmHg; nD20 =1.5135. Starting materials: CS(=O)(=O)C1=CC=C(CNC(=O)C=2C(N(C(=C(C2)C(=O)N(N)C(C(C)C)=O)C)C2=CC(=CC=C2)C(F)(F)F)=O)C=C1 (5-(N1-Isobutyryl-hydrazinocarbonyl)-6-methyl-2-oxo-1-(3-trifluoromethyl-phenyl)-1,2-dihydro-pyridine-3-carboxylic acid 4-methanesulfonyl-benzylamide). Run in C(Cl)Cl (DCM), TMS-polyphosphate. Run at temperature 70 celsius. Product: CS(=O)(=O)C1=CC=C(CNC(=O)C=2C(N(C(=C(C2)C=2OC(=NN2)C(C)C)C)C2=CC(=CC=C2)C(F)(F)F)=O)C=C1 (5-(5-Isopropyl-[1,3,4]oxadiazol-2-yl)-6-methyl-2-oxo-1-(3-trifluoromethyl-phenyl)-1,2-dihydro-pyridine-3-carboxylic acid 4-methanesulfonyl-benzylamide), solid. Isolated yield 77.0%. RXN SMILES: [CH3:1][S:2]([C:5]1[CH:41]=[CH:40][C:8]([CH2:9][NH:10][C:11]([C:13]2[C:14](=[O:39])[N:15]([C:29]3[CH:34]=[CH:33][CH:32]=[C:31]([C:35]([F:38])([F:37])[F:36])[CH:30]=3)[C:16]([CH3:28])=[C:17]([C:19]([N:21](C(=O)C(C)C)[NH2:22])=O)[CH:18]=2)=[O:12])=[CH:7][CH:6]=1)(=[O:4])=[O:3]>C(Cl)Cl>[CH3:1][S:2]([C:5]1[CH:6]=[CH:7][C:8]([CH2:9][NH:10][C:11]([C:13]2[C:14](=[O:39])[N:15]([C:29]3[CH:34]=[CH:33][CH:32]=[C:31]([C:35]([F:38])([F:37])[F:36])[CH:30]=3)[C:16]([CH3:28])=[C:17]([C:19]3[O:12][C:11]([CH:13]([CH3:14])[CH3:18])=[N:22][N:21]=3)[CH:18]=2)=[O:12])=[CH:40][CH:41]=1)(=[O:4])=[O:3]. Procedure: The compound obtained in step (b) (0.02 g, 0.034 mmol) in TMS-polyphosphate (3 ml, PPSE in DCM, Synthesis 1982, page 591-592) was stirred in a sealed vial and heated at 70° C. for 3 h. LC-MS showed complete conversion of the linear starting material to a compound with the expected MW. The cooled solution was diluted with DCM (10 ml) and was washed with water (10 ml). The organic phase was collected and the aqueous phase was extracted with another portion of DCM (10 ml). The combined organic phas...